Task: describe an organic reaction: reactants, conditions, products, and yield. Dataset: the Open Reaction Database (ORD), a public repository of structured organic reaction records Reactants: FC1=CC=C(C=C1)[C@@H]1CC[C@H](CC1)N1CCNCC1 (trans 1-[4-(4-fluorophenyl)-1-cyclohexyl]piperazine), COC=1C=C(CCl)C=CC1 (3-methoxybenzyl chloride). Product: FC1=CC=C(C=C1)[C@@H]1CC[C@H](CC1)N1CCN(CC1)CC1=CC(=CC=C1)OC (Trans 1-[4-(4-fluorophenyl)-1-cyclohexyl]-4-[(3-methoxyphenyl)methyl]piperazine), product. Isolated yield 61.0%. Reaction SMILES: [F:1][C:2]1[CH:7]=[CH:6][C:5]([C@H:8]2[CH2:13][CH2:12][C@H:11]([N:14]3[CH2:19][CH2:18][NH:17][CH2:16][CH2:15]3)[CH2:10][CH2:9]2)=[CH:4][CH:3]=1.[CH3:20][O:21][C:22]1[CH:23]=[C:24]([CH:27]=[CH:28][CH:29]=1)[CH2:25]Cl>>[F:1][C:2]1[CH:7]=[CH:6][C:5]([C@H:8]2[CH2:9][CH2:10][C@H:11]([N:14]3[CH2:15][CH2:16][N:17]([CH2:25][C:24]4[CH:27]=[CH:28][CH:29]=[C:22]([O:21][CH3:20])[CH:23]=4)[CH2:18][CH2:19]3)[CH2:12][CH2:13]2)=[CH:4][CH:3]=1. Procedure: The title compound was prepared from trans 1-[4-(4-fluorophenyl)-1-cyclohexyl]piperazine (0.39 g, 1.5 mmole) and 3-methoxybenzyl chloride (0.22 g, 1.5 mmole) by the method described in example 45 to give the product (61%, mp: 84-85° C.). Calc'd for C24H31FN2O: C, 75.36%; H, 8.17%; N, 7.33%. Found: C, 75.53%; H, 8.23%; N, 7.30%. The reactants are ClCCl, c1ccc2c(c1)CCNC2, CO, [Na], O=[W](=O)([O-])[O-], O, OO. Yields the product [O-][N+]1=Cc2ccccc2CC1. Reaction SMILES: [CH2:16]([Cl:17])[Cl:18].[CH2:3]1[NH:4][CH2:5][CH2:6][c:7]2[cH:8][cH:9][cH:10][cH:11][c:12]21.[CH3:1][OH:2].[Na:19].[O-:20][W:21](=[O:22])(=[O:23])[O-:24].[OH2:15].[OH:13][OH:14]>>[O-:2][N+:4]1=[CH:3][c:12]2[c:7]([cH:8][cH:9][cH:10][cH:11]2)[CH2:6][CH2:5]1.